Dataset: the Open Reaction Database (ORD), a public repository of structured organic reaction records. Task: describe an organic reaction: reactants, conditions, products, and yield Starting materials: [H-].[Al+3].[Li+].[H-].[H-].[H-] (lithium aluminum hydride), C(#N)C(CCCN1CC(N(CC1)CCOC1=CC=C(C=C1)F)C(=O)OCC)(C(C)C)C1=CC=CC=C1 (ethyl 4-(4-cyano-5-methyl-4-phenylhexyl)-1-[2-(4-fluorophenoxy)ethyl]-2-piperazinecarboxylate), S(=O)(=O)([O-])[O-].[Mg+2] (magnesium sulfate), [OH-].[Na+] (sodium hydroxide). Run in C(C)OCC (diethyl ether), C(C)OCC (diethyl ether), O (water), O (water). The yield is 99.5%. As a reaction SMILES: [H-].[Al+3].[Li+].[H-].[H-].[H-].[C:7]([C:9]([C:37]1[CH:42]=[CH:41][CH:40]=[CH:39][CH:38]=1)([CH:34]([CH3:36])[CH3:35])[CH2:10][CH2:11][CH2:12][N:13]1[CH2:18][CH2:17][N:16]([CH2:19][CH2:20][O:21][C:22]2[CH:27]=[CH:26][C:25]([F:28])=[CH:24][CH:23]=2)[CH:15]([C:29](OCC)=[O:30])[CH2:14]1)#[N:8].[OH-].[Na+].S([O-])([O-])(=O)=O.[Mg+2]>O.C(OCC)C>[C:7]([C:9]([C:37]1[CH:42]=[CH:41][CH:40]=[CH:39][CH:38]=1)([CH:34]([CH3:35])[CH3:36])[CH2:10][CH2:11][CH2:12][N:13]1[CH2:18][CH2:17][N:16]([CH2:19][CH2:20][O:21][C:22]2[CH:23]=[CH:24][C:25]([F:28])=[CH:26][CH:27]=2)[CH:15]([CH2:29][OH:30])[CH2:14]1)#[N:8] |f:0.1.2.3.4.5,7.8,9.10|. Product: C(#N)C(CCCN1CC(N(CC1)CCOC1=CC=C(C=C1)F)CO)(C(C)C)C1=CC=CC=C1 (1-(4-cyano-5-methyl-4-phenylhexyl)-3-hydroxymethyl-4-[2-(4-fluorophenoxy)ethyl]piperazine). Procedure: Into a diethyl ether solution (5.0 ml) of lithium aluminum hydride (20 mg) was added dropwise a diethyl ether solution (3.0 ml) of 213 mg of ethyl 4-(4-cyano-5-methyl-4-phenylhexyl)-1-[2-(4-fluorophenoxy)ethyl]-2-piperazinecarboxylate under ice-cooling. After stirring under ice-cooling for one hour, water (0.1 ml), a 1N aqueous sodium hydroxide (0.1 ml) and water (0.2 ml) were successively added to the reaction solution. Anhydrous magnesium sulfate was added to the reaction solution, and the unn... The reactants are initial suspension, C(=O)(OCC1=CC=CC=C1)N[C@@H]1CSC2=C(NC1=O)C=CC=C2 (3(S)-[(carbobenzyloxy)amino]-2,3 dihydro-1,5-benzothiazepin-4(5H)-one), Br (HBr), C(=O)=O (carbon dioxide). Run in C(C)(=O)O (acetic acid). Reaction conditions: time 1 hour. Product: N[C@@H]1CSC2=C(NC1=O)C=CC=C2 (3-(S)-Amino-2,3-dihydro-1,5-benzothiazepin-4(5H)-one). Yield: 46.3%. RXN SMILES: C([NH:11][C@H:12]1[C:18](=[O:19])[NH:17][C:16]2[CH:20]=[CH:21][CH:22]=[CH:23][C:15]=2[S:14][CH2:13]1)(OCC1C=CC=CC=1)=O.Br.C(=O)=O>C(O)(=O)C>[NH2:11][C@H:12]1[C:18](=[O:19])[NH:17][C:16]2[CH:20]=[CH:21][CH:22]=[CH:23][C:15]=2[S:14][CH2:13]1. Reported procedure: A mixture of 6.2 g (18.9 mmol) of 3(S)-[(carbobenzyloxy)amino]-2,3 dihydro-1,5-benzothiazepin-4(5H)-one and 25 mL of a 30% HBr solution in acetic acid was stirred at room temperature for 1 hour. There was noticeable evolution of carbon dioxide gas (CO2) and the initial suspension gradually went into solution. After solution was obtained, a heavy precipitate was formed. The precipitate was filtered, and the solid triturated with 75 mL of NaHCO3 and 75 mL of ethyl acetate. The ethyl acetate layer ... Starting materials: Cc1cc(=O)n(-c2ccc(Br)cc2)[nH]1, COS(=O)(=O)OC, CO, [Na+], [OH-]. The product is COc1cc(C)nn1-c1ccc(Br)cc1. Reaction SMILES: [Br:1][c:2]1[cH:3][cH:4][c:5](-[n:8]2[nH:9][c:10]([CH3:14])[cH:11][c:12]2=[O:13])[cH:6][cH:7]1.[CH3:17][O:18][S:19]([O:20][CH3:21])(=[O:22])=[O:23].[CH3:24][OH:25].[Na+:16].[OH-:15]>>[Br:1][c:2]1[cH:3][cH:4][c:5](-[n:8]2[n:9][c:10]([CH3:14])[cH:11][c:12]2[O:13][CH3:17])[cH:6][cH:7]1. Starting materials: C1CCOC1, COC(=O)c1cc2c(OC)c(OC)c(OC)cc2n1C, Cc1ccccc1, [Na+], [Na+], O, O, O, O, O, O, O, O, O, O, O=S(=O)([O-])[O-]. Product: COc1cc2c(cc(CO)n2C)c(OC)c1OC. Reaction SMILES: [CH2:45]1[O:46][CH2:47][CH2:48][CH2:49]1.[CH3:1][n:2]1[c:3]([C:17](=[O:18])[O:19][CH3:20])[cH:4][c:5]2[c:6]([O:15][CH3:16])[c:7]([O:13][CH3:14])[c:8]([O:11][CH3:12])[cH:9][c:10]12.[CH3:21][c:22]1[cH:23][cH:24][cH:25][cH:26][cH:27]1.[Na+:43].[Na+:44].[OH2:28].[OH2:29].[OH2:30].[OH2:31].[OH2:32].[OH2:33].[OH2:34].[OH2:35].[OH2:36].[OH2:37].[S:38]([O-:39])([O-:40])(=[O:41])=[O:42]>>[CH3:1][n:2]1[c:3]([CH2:17][OH:18])[cH:4][c:5]2[c:6]([O:15][CH3:16])[c:7]([O:13][CH3:14])[c:8]([O:11][CH3:12])[cH:9][c:10]12. Starting materials: CCOC(=O)c1cc2cc(OCCOC)cc([N+](=O)[O-])c2[nH]1, CCO, [Na+], C1CCOC1, [OH-], O=C(O)CC(O)(CC(=O)O)C(=O)O. Yields the product COCCOc1cc([N+](=O)[O-])c2[nH]c(C(=O)O)cc2c1. As a reaction SMILES: [CH3:1][O:2][CH2:3][CH2:4][O:5][c:6]1[cH:7][c:8]2[cH:9][c:10]([C:18](=[O:19])[O:20][CH2:21][CH3:22])[nH:11][c:12]2[c:13]([N+:15](=[O:16])[O-:17])[cH:14]1.[CH3:36][CH2:37][OH:38].[Na+:45].[O:39]1[CH2:40][CH2:41][CH2:42][CH2:43]1.[OH-:44].[OH:23][C:24]([CH2:25][C:26]([C:27](=[O:28])[OH:29])([CH2:30][C:31](=[O:32])[OH:33])[OH:34])=[O:35]>>[CH3:1][O:2][CH2:3][CH2:4][O:5][c:6]1[cH:7][c:8]2[cH:9][c:10]([C:18](=[O:19])[OH:20])[nH:11][c:12]2[c:13]([N+:15](=[O:16])[O-:17])[cH:14]1. Starting materials: Br, COc1cccc2c[n+]3ccsc3cc12, [O-][Cl+3]([O-])([O-])[O-]. Yields the product [O-][Cl+3]([O-])([O-])[O-], Oc1cccc2c[n+]3ccsc3cc12. RXN SMILES: [BrH:21].[CH3:6][O:7][c:8]1[c:9]2[cH:10][c:11]3[n+:12]([cH:13][c:14]2[cH:15][cH:16][cH:17]1)[cH:18][cH:19][s:20]3.[Cl+3:1]([O-:2])([O-:3])([O-:4])[O-:5]>>[Cl+3:1]([O-:2])([O-:3])([O-:4])[O-:5].[OH:7][c:8]1[c:9]2[cH:10][c:11]3[n+:12]([cH:13][c:14]2[cH:15][cH:16][cH:17]1)[cH:18][cH:19][s:20]3. The reactants are C1CCOC1, COCOc1c(C)cc(C(=O)OC)cc1OC, CCOC(C)=O. Product: COC(=O)c1cc(C)c(O)c(OC)c1. Reaction SMILES: [CH2:18]1[O:19][CH2:20][CH2:21][CH2:22]1.[CH3:1][O:2][C:3]([c:4]1[cH:5][c:6]([O:15][CH3:16])[c:7]([O:11][CH2:12][O:13][CH3:14])[c:8]([CH3:10])[cH:9]1)=[O:17].[CH3:23][CH2:24][O:25][C:26](=[O:27])[CH3:28]>>[CH3:1][O:2][C:3]([c:4]1[cH:5][c:6]([O:15][CH3:16])[c:7]([OH:11])[c:8]([CH3:10])[cH:9]1)=[O:17].